From a dataset of the Open Reaction Database (ORD), a public repository of structured organic reaction records. describe an organic reaction: reactants, conditions, products, and yield The reactants are COC(C[C@](C[C@H](CC)C)(N[S@@](=O)C(C)(C)C)C)=O ((3S,5S)-3,5-dimethyl-3-((S)-2-methyl-propane-2-sulfinylamino)-heptanoic acid methyl ester), Cl (hydrochloric acid). The solvent is CC(=O)C (acetone), O (water). Conditions: temperature 40 celsius, time 20 minute. The product is N[C@](CC(=O)O)(C[C@H](CC)C)C ((3S,5S)-3-amino-3,5-dimethyl-heptanoic acid). Isolated yield 76.7%. Reaction SMILES: C[O:2][C:3](=[O:19])[CH2:4][C@@:5]([CH3:18])([NH:11][S@](C(C)(C)C)=O)[CH2:6][C@@H:7]([CH3:10])[CH2:8][CH3:9].Cl>CC(C)=O.O>[NH2:11][C@@:5]([CH3:18])([CH2:6][C@@H:7]([CH3:10])[CH2:8][CH3:9])[CH2:4][C:3]([OH:19])=[O:2]. Reported procedure: A mixture of (3S,5S)-3,5-dimethyl-3-((S)-2-methyl-propane-2-sulfinylamino)-heptanoic acid methyl ester (0.4 g, 1.37 mmol) and concentrated hydrochloric acid (7.6 mL) in acetone (10 mL) was refluxed for 3 hours. The solvents were stripped under reduced pressure. The residue was dissolved in water (10 mL) and extracted by EtOAc (2×15 mL). The aqueous phase was evaporated to dryness. The residue was dissolved in a mixture of water (10 mL) and triethylamine (0.5 mL). The mixture was stirred at 40° C... Starting materials: O[Li].O (LiOH.H2O), COC(CN1C=C(C2=CC=C(C=C12)Cl)C(C(F)(F)F)=O)=O ([6-chloro-3-(2,2,2-trifluoro-acetyl)-indol-1-yl]-acetic acid methyl ester), Cl (HCl). Run in CCOC(=O)C (EtOAc), C1CCOC1.CO.O (THF MeOH H2O). Conditions: time 1 hour. Product: ClC1=CC=C2C(=CN(C2=C1)CC(=O)O)C(C(F)(F)F)=O ([6-chloro-3-(2,2,2-trifluoro-acetyl)-indol-1-yl]-acetic acid). Yield: 98.7%. Reaction SMILES: C[O:2][C:3](=[O:21])[CH2:4][N:5]1[C:13]2[C:8](=[CH:9][CH:10]=[C:11]([Cl:14])[CH:12]=2)[C:7]([C:15](=[O:20])[C:16]([F:19])([F:18])[F:17])=[CH:6]1.O[Li].O.Cl>C1COCC1.CO.O.CCOC(C)=O>[Cl:14][C:11]1[CH:12]=[C:13]2[C:8]([C:7]([C:15](=[O:20])[C:16]([F:17])([F:18])[F:19])=[CH:6][N:5]2[CH2:4][C:3]([OH:21])=[O:2])=[CH:9][CH:10]=1 |f:1.2,4.5.6|. Reported procedure: To as stirred solution of 2 g (6.3 mmol) of [6-chloro-3-(2,2,2-trifluoro-acetyl)-indol-1-yl]-acetic acid methyl ester in 45 ml of THF/MeOH/H2O 1/1/1, at 40° C., were added 0.79 g (18.9 mmol, 3 eq.) of LiOH.H2O. After 1 hour, the reaction mixture was diluted in EtOAc, acidified with aq.HCl 1M. The organic phase were dried over Na2SO4, and concentrated under vacuo to afford 1.9 g (99%) of [6-chloro-3-(2,2,2-trifluoro-acetyl)-indol-1-yl]-acetic acid as a white solid.